From a dataset of the Open Reaction Database (ORD), a public repository of structured organic reaction records. describe an organic reaction: reactants, conditions, products, and yield Starting materials: IC1=CC=C(C(=O)O)C=C1 (4-iodobenzoic acid), C1(=CC=CC=C1)NC1=C(C=CC=C1)N (N-phenyl-1,2-phenylenediamine), resultant suspension, ClCCCl (1,2-dichloroethane), S(=O)(Cl)Cl (thionyl chloride), resultant solution. Reagents/catalysts: CN(C=O)C (N,N-dimethylformamide). Run in O (water). Yields the product IC1=CC=C(C(=O)NC2=C(C=CC=C2)NC2=CC=CC=C2)C=C1 (4-iodo-N-(2-phenylamino-phenyl)-benzamide). Yield: 96.6%. RXN SMILES: [I:1][C:2]1[CH:10]=[CH:9][C:5]([C:6]([OH:8])=O)=[CH:4][CH:3]=1.ClCCCl.S(Cl)(Cl)=O.[C:19]1([NH:25][C:26]2[CH:31]=[CH:30][CH:29]=[CH:28][C:27]=2[NH2:32])[CH:24]=[CH:23][CH:22]=[CH:21][CH:20]=1>CN(C)C=O.O>[I:1][C:2]1[CH:3]=[CH:4][C:5]([C:6]([NH:32][C:27]2[CH:28]=[CH:29][CH:30]=[CH:31][C:26]=2[NH:25][C:19]2[CH:20]=[CH:21][CH:22]=[CH:23][CH:24]=2)=[O:8])=[CH:9][CH:10]=1. Procedure: Suspending 5.0 g (20 mmol) of 4-iodobenzoic acid into 50 milliliter of 1,2-dichloroethane, added 3 drops of N,N-dimethylformamide. Further adding 3.6 g (30 mmol) of thionyl chloride, the resultant suspension was refluxed with heating for 2 hours. Subsequently, removing the solvent by distillation, the residue was dissolved into 50 milliliter of N-methylpyrrolidone and then, further adding 3.7 g (20 mmol) of N-phenyl-1,2-phenylenediamine, the resultant solution was stirred at room temperature for...